This data is from the Open Reaction Database (ORD), a public repository of structured organic reaction records. The task is: describe an organic reaction: reactants, conditions, products, and yield The reactants are CCCCCCNC1=NC(=O)C(=Cc2ccc(N3CCC(=O)CC3)cc2)S1, NCC(O)COc1ccccc1. The product is CCCCCCNC1=NC(=O)C(=Cc2ccc(N3CCC(NCC(O)COc4ccccc4)CC3)cc2)S1. Reaction SMILES: [CH2:1]([CH2:2][CH2:3][CH2:4][CH2:5][CH3:6])[NH:7][C:8]1=[N:12][C:11](=[O:13])[C:10](=[CH:14][c:15]2[cH:16][cH:17][c:18]([N:21]3[CH2:22][CH2:23][C:24](=[O:27])[CH2:25][CH2:26]3)[cH:19][cH:20]2)[S:9]1.[NH2:28][CH2:29][CH:30]([CH2:31][O:32][c:33]1[cH:34][cH:35][cH:36][cH:37][cH:38]1)[OH:39]>>[CH2:1]([CH2:2][CH2:3][CH2:4][CH2:5][CH3:6])[NH:7][C:8]1=[N:12][C:11](=[O:13])[C:10](=[CH:14][c:15]2[cH:16][cH:17][c:18]([N:21]3[CH2:22][CH2:23][CH:24]([NH:28][CH2:29][CH:30]([CH2:31][O:32][c:33]4[cH:34][cH:35][cH:36][cH:37][cH:38]4)[OH:39])[CH2:25][CH2:26]3)[cH:19][cH:20]2)[S:9]1.